Dataset: the Open Reaction Database (ORD), a public repository of structured organic reaction records. Task: describe an organic reaction: reactants, conditions, products, and yield Reactants: [I-].CSC=1SC[C@H]2[N+]1CC=1C=CC=CC1C2 ((S)-3-methylthio-1,5,10,10a-tetrahydrothiazolo[3,4-b]isoquinolinium iodide), NC1=CSC2=NC=CC=C21 (3-aminothieno[2,3-b]pyridine). The product is S1C=C(C=2C1=NC=CC2)N=C2SC[C@H]1N2CC=2C=CC=CC2C1 ((S)-3-[(thieno[2,3-b]pyrid-3-yl)imino]-1,5,10,10a-tetrahydrothiazolo[3,4-b]isoquinoline). Yield: 73.9%. As a reaction SMILES: [I-].CS[C:4]1[S:5][CH2:6][C@@H:7]2[CH2:16][C:15]3[CH:14]=[CH:13][CH:12]=[CH:11][C:10]=3[CH2:9][N+:8]=12.[NH2:17][C:18]1[C:26]2[C:21](=[N:22][CH:23]=[CH:24][CH:25]=2)[S:20][CH:19]=1>>[S:20]1[C:21]2=[N:22][CH:23]=[CH:24][CH:25]=[C:26]2[C:18]([N:17]=[C:4]2[N:8]3[CH2:9][C:10]4[CH:11]=[CH:12][CH:13]=[CH:14][C:15]=4[CH2:16][C@H:7]3[CH2:6][S:5]2)=[CH:19]1 |f:0.1|. Procedure details: By following the procedure of Example 2, but using (S)-3-methylthio-1,5,10,10a-tetrahydrothiazolo[3,4-b]isoquinolinium iodide (6.7 g) and 3-aminothieno[2,3-b]pyridine (2.8 g) as the starting materials, (S)-3-[(thieno[2,3-b]pyrid-3-yl)imino]-1,5,10,10a-tetrahydrothiazolo[3,4-b]isoquinoline (4.6 g) is obtained in the form of beige crystals, m.p.=145°-146° C. Starting materials: CC=1OC=CC1C(=O)O (2-methyl-3-furoic acid), CN(C=O)C (dimethylformamide), ice acetone, C(C)NCC (diethylamine), C(C(=O)Cl)(=O)Cl (oxalyl chloride), ice water. Run in C(Cl)Cl (methylene chloride), C(Cl)Cl (methylene chloride). The product is C(C)N(C(=O)C1=C(OC=C1)C)CC (N,N-diethyl-2-methylfuran-3-carboxamide). Isolated yield 83.4%. As a reaction SMILES: [CH3:1][C:2]1[O:3][CH:4]=[CH:5][C:6]=1[C:7]([OH:9])=O.CN(C)C=O.C(Cl)(=O)C(Cl)=O.[CH2:21]([NH:23][CH2:24][CH3:25])[CH3:22]>C(Cl)Cl>[CH2:21]([N:23]([CH2:24][CH3:25])[C:7]([C:6]1[CH:5]=[CH:4][O:3][C:2]=1[CH3:1])=[O:9])[CH3:22]. Reported procedure: To a solution of 2-methyl-3-furoic acid (34.75 g, 0.3469 mol) in dry methylene chloride (200 ml) under an argon atmosphere, were added a catalytic amount of dimethylformamide followed by dropwise addition of oxalyl chloride (45.5 ml, 0.5216 mol). After the addition the reaction mixture was allowed to stir until the effervescence had subsided (4.0 hours). The excess oxalyl chloride/methylene chloride was evaporated and the residue was dissolved in methylene chloride (200 ml). The solution was coo...